Dataset: the Open Reaction Database (ORD), a public repository of structured organic reaction records. Task: describe an organic reaction: reactants, conditions, products, and yield The reactants are C1(=CC=CC2=CC=CC=C12)OC1=NC=C(C=C1)N (2-(1-naphthoxy)-5-amino pyridine), FC1=C(C(=O)N=C=O)C(=CC=C1)F (2,6-difluorobenzoyl isocyanate). Run in C1(=CC=CC=C1)C (toluene), C1(=CC=CC=C1)C (toluene). Yields the product C1(=CC=CC2=CC=CC=C12)OC1=NC=C(C=C1)NC(=O)NC(C1=C(C=CC=C1F)F)=O (2-[1-Naphthoxy]-5-pyridyl-3-(2,6-difluorobenzoyl) urea). RXN SMILES: [C:1]1([O:11][C:12]2[CH:17]=[CH:16][C:15]([NH2:18])=[CH:14][N:13]=2)[C:10]2[C:5](=[CH:6][CH:7]=[CH:8][CH:9]=2)[CH:4]=[CH:3][CH:2]=1.[F:19][C:20]1[CH:30]=[CH:29][CH:28]=[C:27]([F:31])[C:21]=1[C:22]([N:24]=[C:25]=[O:26])=[O:23]>C1(C)C=CC=CC=1>[C:1]1([O:11][C:12]2[CH:17]=[CH:16][C:15]([NH:18][C:25]([NH:24][C:22](=[O:23])[C:21]3[C:27]([F:31])=[CH:28][CH:29]=[CH:30][C:20]=3[F:19])=[O:26])=[CH:14][N:13]=2)[C:10]2[C:5](=[CH:6][CH:7]=[CH:8][CH:9]=2)[CH:4]=[CH:3][CH:2]=1. Procedure: A mixture of 2.5 g. of 2-(1-naphthoxy)-5-amino pyridine and 8.13 ml. of toluene was heated up to 50° C. To this resulting homgeneous solution was added a solution of 3.1 g. of 2,6-difluorobenzoyl isocyanate in 2 ml. of toluene. The resulting mixture was heated at 80° for 1.5 hours, cooled, and filtered to give 4.7 g. of white crystals; mp. 223.5°-224.0°.